describe an organic reaction: reactants, conditions, products, and yield From a dataset of the Open Reaction Database (ORD), a public repository of structured organic reaction records. The reactants are CC#N, Cl, [K+], [K+], O=C([O-])[O-], O=C1CCC(=O)N1Br, Oc1ccc(-c2cc3cc(O)ccc3o2)cc1. Yields the product Oc1ccc(-c2cc3c(Br)c(O)ccc3o2)cc1. RXN SMILES: [CH3:33][C:34]#[N:35].[ClH:32].[K+:18].[K+:19].[O-:20][C:21]([O-:22])=[O:23].[O:24]=[C:25]1[N:26]([Br:31])[C:27](=[O:28])[CH2:29][CH2:30]1.[OH:1][c:2]1[cH:3][cH:4][c:5](-[c:8]2[o:9][c:10]3[c:11]([cH:12]2)[cH:13][c:14]([OH:17])[cH:15][cH:16]3)[cH:6][cH:7]1>>[OH:1][c:2]1[cH:3][cH:4][c:5](-[c:8]2[o:9][c:10]3[c:11]([cH:12]2)[c:13]([Br:31])[c:14]([OH:17])[cH:15][cH:16]3)[cH:6][cH:7]1. The reactants are CC=1C(=NC=CC1)CN (C-(3-methyl-pyridin-2-yl)-methylamine), ClC=1C(=NC=CC1)C=O (3-chloro-pyridine-2-carboxaldehyde), [BH-](OC(=O)C)(OC(=O)C)OC(=O)C.[Na+] (NaBH(OAc)3). Solvent: C(Cl)Cl (CH2Cl2). Reaction SMILES: [CH3:1][C:2]1[C:3]([CH2:8][NH2:9])=[N:4][CH:5]=[CH:6][CH:7]=1.[Cl:10][C:11]1[C:12]([CH:17]=O)=[N:13][CH:14]=[CH:15][CH:16]=1.[BH-](OC(C)=O)(OC(C)=O)OC(C)=O.[Na+]>C(Cl)Cl>[Cl:10][C:11]1[C:12]([CH2:17][NH:9][CH2:8][C:3]2[C:2]([CH3:1])=[CH:7][CH:6]=[CH:5][N:4]=2)=[N:13][CH:14]=[CH:15][CH:16]=1 |f:2.3|. The product is ClC=1C(=NC=CC1)CNCC1=NC=CC=C1C ((3-chloro-pyridin-2-ylmethyl)-(3-methyl-pyridin-2-ylmethyl)-amine). Reported procedure: Using General Procedure B: Reaction of C-(3-methyl-pyridin-2-yl)-methylamine and 3-chloro-pyridine-2-carboxaldehyde with NaBH(OAc)3 in CH2Cl2 gave (3-chloro-pyridin-2-ylmethyl)-(3-methyl-pyridin-2-ylmethyl)-amine as a yellow oil. Using General Procedure A: Reaction of (3-chloro-pyridin-2-ylmethyl)-(3-methyl-pyridin-2-ylmethyl)-amine, 2-bromomethyl-5-cyano-benzoic acid methyl ester, and DIPEA in CH3CN gave 2-{[(3-chloro-pyridin-2-ylmethyl)-(3-methyl-pyridin-2-ylmethyl)-amino]-methyl}-5-cyano-benz... Reactants: ice water, BrCCCCl (1-bromo-3-chloropropane), ClC1=CC=C(CN2CCNCCC2)C=C1 (1-(4-chlorobenzyl)homopiperazine), [OH-].[K+] (potassium hydroxide). Run in CS(=O)C (dimethyl sulfoxide). Conditions: time 1 hour. Yields the product ClC1=CC=C(CN2CCN(CCC2)CCCCl)C=C1 (1-(4-chlorobenzyl)-4-(3-chloropropyl)homopiperazine). The yield is 41.8%. As a reaction SMILES: Br[CH2:2][CH2:3][CH2:4][Cl:5].[Cl:6][C:7]1[CH:20]=[CH:19][C:10]([CH2:11][N:12]2[CH2:18][CH2:17][CH2:16][NH:15][CH2:14][CH2:13]2)=[CH:9][CH:8]=1.[OH-].[K+]>CS(C)=O>[Cl:6][C:7]1[CH:20]=[CH:19][C:10]([CH2:11][N:12]2[CH2:18][CH2:17][CH2:16][N:15]([CH2:2][CH2:3][CH2:4][Cl:5])[CH2:14][CH2:13]2)=[CH:9][CH:8]=1 |f:2.3|. Procedure: 15.7 g of 1-bromo-3-chloropropane were added to a cooled solution of 15.0 g of 1-(4-chlorobenzyl)homopiperazine and 12.0 g of potassium hydroxide in 50 ml of dimethyl sulfoxide. The mixture was stirred at 5°-10° C. for one hour, and then an additional 30 minutes at room temperature. After the addition of ice water, the product was extracted with ether, and the extract was dried (magnesium sulfate) and concentrated in vacuo. Final purification was effected on a silica gel column (methylene chlori... The reactants are O=C([O-])[O-], CCO, COCCOC, CN(C)CCn1nc(Cl)ccc1=O, O=C(c1ccc(B(O)O)cc1)N1CCN(S(=O)(=O)c2cc3cc(Cl)ccc3[nH]2)CC1, [Cs+], [Cs+], O. The product is CN(C)CCn1nc(-c2ccc(C(=O)N3CCN(S(=O)(=O)c4cc5cc(Cl)ccc5[nH]4)CC3)cc2)ccc1=O. RXN SMILES: [C:14](=[O:15])([O-:16])[O-:17].[CH2:50]([OH:51])[CH3:52].[CH3:54][O:55][CH2:56][CH2:57][O:58][CH3:59].[Cl:1][c:2]1[cH:3][cH:4][c:5](=[O:13])[n:6]([CH2:8][CH2:9][N:10]([CH3:11])[CH3:12])[n:7]1.[Cl:20][c:21]1[cH:22][c:23]2[cH:24][c:25]([S:30](=[O:31])(=[O:32])[N:33]3[CH2:34][CH2:35][N:36]([C:39](=[O:40])[c:41]4[cH:42][cH:43][c:44]([B:47]([OH:48])[OH:49])[cH:45][cH:46]4)[CH2:37][CH2:38]3)[nH:26][c:27]2[cH:28][cH:29]1.[Cs+:18].[Cs+:19].[OH2:53]>>[c:2]1(-[c:44]2[cH:43][cH:42][c:41]([C:39]([N:36]3[CH2:35][CH2:34][N:33]([S:30]([c:25]4[cH:24][c:23]5[cH:22][c:21]([Cl:20])[cH:29][cH:28][c:27]5[nH:26]4)(=[O:31])=[O:32])[CH2:38][CH2:37]3)=[O:40])[cH:46][cH:45]2)[cH:3][cH:4][c:5](=[O:13])[n:6]([CH2:8][CH2:9][N:10]([CH3:11])[CH3:12])[n:7]1. The reactants are C(C)(=S)O (Thioacetic acid), N(=[N+]=[N-])C[C@H]1[C@H](N(CC1)[C@@H](C)C1=CC=CC=C1)C(=O)N ((2S,3S)-3-azidomethyl-1-((S)-1-phenyl-ethyl)-pyrrolidine-2-carboxylic acid amide). Solvent: CCOCC (Et2O). Reaction conditions: time 16 hour. The product is C(C)(=O)NC[C@H]1[C@H](N(CC1)[C@@H](C)C1=CC=CC=C1)C(=O)N ((2S,3S)-3-(Acetylamino-methyl)-1-((S)-1-phenyl-ethyl)-pyrrolidine-2-carboxylic acid amide). Reaction SMILES: [C:1]([OH:4])(=S)[CH3:2].[N:5]([CH2:8][C@@H:9]1[CH2:13][CH2:12][N:11]([C@H:14]([C:16]2[CH:21]=[CH:20][CH:19]=[CH:18][CH:17]=2)[CH3:15])[C@@H:10]1[C:22]([NH2:24])=[O:23])=[N+]=[N-]>CCOCC>[C:1]([NH:5][CH2:8][C@@H:9]1[CH2:13][CH2:12][N:11]([C@H:14]([C:16]2[CH:21]=[CH:20][CH:19]=[CH:18][CH:17]=2)[CH3:15])[C@@H:10]1[C:22]([NH2:24])=[O:23])(=[O:4])[CH3:2]. Reported procedure: Thioacetic acid (2.312 mmol) was added to (2S,3S)-3-azidomethyl-1-((S)-1-phenyl-ethyl)-pyrrolidine-2-carboxylic acid amide (Stage 36.3) (0.578 mmol) at rt with the formation of nitrogen gas. After stirring for 16 h, the reaction mixture was diluted with Et2O, the solids were removed by filtration and the filtrate was concentrated. The residue was purified by silica gel column chromatography to afford the title compound as a light yellow oil (thiol odor). HPLC: tR=3.71 min (method H); LC-MS: tR=0... Starting materials: C(C)OC(=O)C1=NN(C(=C1C=O)Br)C1=C(C=CC=C1)Cl (5-bromo-1-(2-chloro-phenyl)-4-formyl-1H-pyrazole-3-carboxylic acid ethyl ester), C(C)(C)N (isopropylamine), C(C)(=O)O (acetic acid), C(C)(=O)O[BH-](OC(C)=O)OC(C)=O.[Na+] (sodium triacetoxyborohydride). The solvent is ClCCCl (1,2-dichloroethane), C(C)(=O)OCC (ethyl acetate). Run at time 18 hour. Yields the product C(C)OC(=O)C1=NN(C(=C1CNC(C)C)Br)C1=C(C=CC=C1)Cl (5-Bromo-1-(2-chloro-phenyl)-4-(isopropylamino-methyl)-1H-pyrazole-3-carboxylic acid ethyl ester). RXN SMILES: [CH2:1]([O:3][C:4]([C:6]1[C:10]([CH:11]=O)=[C:9]([Br:13])[N:8]([C:14]2[CH:19]=[CH:18][CH:17]=[CH:16][C:15]=2[Cl:20])[N:7]=1)=[O:5])[CH3:2].[CH:21]([NH2:24])([CH3:23])[CH3:22].C(O)(=O)C.C(O[BH-](OC(=O)C)OC(=O)C)(=O)C.[Na+]>ClCCCl.C(OCC)(=O)C>[CH2:1]([O:3][C:4]([C:6]1[C:10]([CH2:11][NH:24][CH:21]([CH3:23])[CH3:22])=[C:9]([Br:13])[N:8]([C:14]2[CH:19]=[CH:18][CH:17]=[CH:16][C:15]=2[Cl:20])[N:7]=1)=[O:5])[CH3:2] |f:3.4|. Procedure: To a stirred solution of 5-bromo-1-(2-chloro-phenyl)-4-formyl-1H-pyrazole-3-carboxylic acid ethyl ester (2 g), isopropylamine (0.95 ml) and acetic acid (0.4 ml) in 1,2-dichloroethane (16 ml) was added sodium triacetoxyborohydride (1.8 g) and the resulting slurry was stirred for 18 hours. The reaction was diluted into ethyl acetate, washed with saturated aqueous sodium bicarbonate, brine, dried (Na2SO4) and concentrated in vacuo to afford the title compound (I-1c) as a golden oil, 2.5 g.